From a dataset of the Open Reaction Database (ORD), a public repository of structured organic reaction records. describe an organic reaction: reactants, conditions, products, and yield Reactants: O=C[C@H](O)[C@@H](O)[C@H](O)CO (xylose), C([C@@H]1[C@H]([C@@H]([C@H]([C@@H](O1)O[C@@H]2[C@H](O[C@H]([C@@H]([C@H]2O)O)O)CO)O)O)O)O (cellobiose). The solvent is C(C)O (ethanol), C(C)O (ethanol). The product is O=C[C@H](O)[C@@H](O)[C@H](O)[C@H](O)CO (glucose). Reaction SMILES: O=C[C@@H]([C@H]([C@@H](CO)O)O)O.[CH2:11]([OH:33])[C@H:12]1[O:17][C@@H:16]([O:18][C@H]2[C@H](O)[C@@H](O)[C@H](O)O[C@@H]2CO)[C@H:15]([OH:30])[C@@H:14]([OH:31])[C@@H:13]1[OH:32]>C(O)C>[O:18]=[CH:16][C@@H:15]([C@H:14]([C@@H:13]([C@@H:12]([CH2:11][OH:33])[OH:17])[OH:32])[OH:31])[OH:30]. Procedure details: When evaluated for growth on glucose, xylose, and cellobiose in 250-mL flasks, mutagenized strains 22-1-12 and 14-2-6 achieved the highest ethanol levels, productivities, and fermentation efficiencies on glucose, strains WT-2-1 and 22-1-1 performed slightly better than the other strains on cellobiose, and strains 14-2-6 and 22-1-12 performed best on xylose. However, compared to the results with glucose at 48 h (about 18 g/L ethanol), these strains produced only about 3 g/L with xylose at 96 h. L... Starting materials: C(C)(C)(C)O[C@H](C(=O)OC)C1=C2N3CCC(OCCCC[C@@H](OC=4C=CC(=CC4C4=CC=CC(C5=CN2C(C(=C1C)CO)=N5)=C4)F)C)(CC3)C (methyl(2S)-2-(tert-butoxy)-2-[(22S)-17-fluoro-5-(hydroxymethyl)-4,22,28-trimethyl-21,27-dioxa-1,7,34-triazahexacyclo[26.2.2.16,9.110,14.02,7.015,20]tetratriaconta-2,4,6(34),8,10(33),11,13,15(20),16,18-decaen-3-yl]acetate), C(C)(C)(C)O[C@H](C(=O)O)C1=C2N3CCC(OCCCC[C@@H](OC=4C=CC(=CC4C4=CC=CC(C5=C(N2C(C=C1C)=N5)Cl)=C4)C)C)(CC3)C ((2S)-2-(tert-butoxy)-2-[(22S)-8-chloro-4,17,22,28-tetramethyl-21,27-dioxa-1,7,34-triazahexacyclo[26.2.2.16,9.110,14.02,7.015,20]tetratriaconta-2,4,6(34),8,10(33),11,13,15(20),16,18-decaen-3-yl]acetic acid). Product: C(C)(C)(C)O[C@H](C(=O)O)C1=C2N3CCC(OCCCC[C@@H](OC=4C=CC(=CC4C4=CC=CC(C5=CN2C(C(=C1C)CO)=N5)=C4)F)C)(CC3)C ((2S)-2-(tert-Butoxy)-2-[(22S)-17-fluoro-5-(hydroxymethyl)-4,22,28-trimethyl-21,27-dioxa-1,7,34-triazahexacyclo[26.2.2.16,9.110,14.02,7.015,20]tetratriaconta-2,4,6(34),8,10(33),11,13,15(20),16,18-decaen-3-yl]acetic acid). Yield: 72.1%. As a reaction SMILES: [C:1]([O:5][C@@H:6]([C:11]1[C:40]([CH3:41])=[C:39]([CH2:42][OH:43])[C:38]2=[N:44][C:35]3=[CH:36][N:37]2[C:12]=1[N:13]1[CH2:49][CH2:48][C:16]([CH3:50])([O:17][CH2:18][CH2:19][CH2:20][CH2:21][C@H:22]([CH3:47])[O:23][C:24]2[CH:25]=[CH:26][C:27]([F:46])=[CH:28][C:29]=2[C:30]2[CH:45]=[C:34]3[CH:33]=[CH:32][CH:31]=2)[CH2:15][CH2:14]1)[C:7]([O:9]C)=[O:8])([CH3:4])([CH3:3])[CH3:2].C(O[C@@H](C1C(C)=CC2=NC3=C(Cl)N2C=1N1CCC(C)(OCCCC[C@H](C)OC2C=CC(C)=CC=2C2C=C3C=CC=2)CC1)C(O)=O)(C)(C)C>>[C:1]([O:5][C@@H:6]([C:11]1[C:40]([CH3:41])=[C:39]([CH2:42][OH:43])[C:38]2=[N:44][C:35]3=[CH:36][N:37]2[C:12]=1[N:13]1[CH2:14][CH2:15][C:16]([CH3:50])([O:17][CH2:18][CH2:19][CH2:20][CH2:21][C@H:22]([CH3:47])[O:23][C:24]2[CH:25]=[CH:26][C:27]([F:46])=[CH:28][C:29]=2[C:30]2[CH:45]=[C:34]3[CH:33]=[CH:32][CH:31]=2)[CH2:48][CH2:49]1)[C:7]([OH:9])=[O:8])([CH3:4])([CH3:2])[CH3:3]. Reported procedure: Prepared in 72.1% yield from methyl(2S)-2-(tert-butoxy)-2-[(22S)-17-fluoro-5-(hydroxymethyl)-4,22,28-trimethyl-21,27-dioxa-1,7,34-triazahexacyclo[26.2.2.16,9.110,14.02,7.015,20]tetratriaconta-2,4,6(34),8,10(33),11,13,15(20),16,18-decaen-3-yl]acetate following the procedure for (2S)-2-(tert-butoxy)-2-[(22S)-8-chloro-4,17,22,28-tetramethyl-21,27-dioxa-1,7,34-triazahexacyclo[26.2.2.16,9.110,14.02,7.015,20]tetratriaconta-2,4,6(34),8,10(33),11,13,15(20),16,18-decaen-3-yl]acetic acid. 1H NMR (400 MHz,... Reactants: CC(=O)N1C(=O)C(=C(O)c2cc(C)on2)c2ccccc21, ClC(Cl)(Cl)Cl, C1CCOC1, c1ccc(P(c2ccccc2)c2ccccc2)cc1. The product is CC(=O)N1C(=O)C(=C(Cl)c2cc(C)on2)c2ccccc21. Reaction SMILES: [C:1]([CH3:2])(=[O:3])[N:4]1[C:5](=[O:21])[C:6](=[C:13]([c:14]2[n:15][o:16][c:17]([CH3:19])[cH:18]2)[OH:20])[c:7]2[cH:8][cH:9][cH:10][cH:11][c:12]21.[C:22]([Cl:23])([Cl:24])([Cl:25])[Cl:26].[CH2:46]1[O:47][CH2:48][CH2:49][CH2:50]1.[c:27]1([P:28]([c:29]2[cH:30][cH:31][cH:32][cH:33][cH:34]2)[c:35]2[cH:36][cH:37][cH:38][cH:39][cH:40]2)[cH:41][cH:42][cH:43][cH:44][cH:45]1>>[C:1]([CH3:2])(=[O:3])[N:4]1[C:5](=[O:21])[C:6](=[C:13]([c:14]2[n:15][o:16][c:17]([CH3:19])[cH:18]2)[Cl:23])[c:7]2[cH:8][cH:9][cH:10][cH:11][c:12]21. Reactants: CC(C)(C)c1cc(Br)c([N+](=O)[O-])cc1O, CO. Product: CC(C)(C)c1cc(Br)c(N)cc1O. RXN SMILES: [C:1]([CH3:2])([CH3:3])([CH3:4])[c:5]1[c:6]([OH:15])[cH:7][c:8]([N+:12]([O-:13])=[O:14])[c:9]([Br:11])[cH:10]1.[CH3:16][OH:17]>>[C:1]([CH3:2])([CH3:3])([CH3:4])[c:5]1[c:6]([OH:15])[cH:7][c:8]([NH2:12])[c:9]([Br:11])[cH:10]1. Reactants: COCOc1cc(Br)cnc1Cl, CC(C)(C)[O-], Cc1ccccc1, CC(C)(C)OC(=O)N1CC2CC1CN2, [Na+], O=C(C=Cc1ccccc1)C=Cc1ccccc1, O=C(C=Cc1ccccc1)C=Cc1ccccc1, O=C(C=Cc1ccccc1)C=Cc1ccccc1, [Pd], [Pd], c1ccc(P(c2ccccc2)c2ccc3ccccc3c2-c2c(P(c3ccccc3)c3ccccc3)ccc3ccccc23)cc1. Yields the product COCOc1cc(N2CC3CC2CN3C(=O)OC(C)(C)C)cnc1Cl. RXN SMILES: [Br:15][c:16]1[cH:17][c:18]([O:23][CH2:24][O:25][CH3:26])[c:19]([Cl:22])[n:20][cH:21]1.[CH3:73][C:74]([CH3:75])([O-:76])[CH3:77].[CH3:79][c:80]1[cH:81][cH:82][cH:83][cH:84][cH:85]1.[CH:1]12[N:2]([C:8](=[O:9])[O:10][C:11]([CH3:12])([CH3:13])[CH3:14])[CH2:3][CH:4]([NH:5][CH2:6]1)[CH2:7]2.[Na+:78].[O:106]=[C:107]([CH:108]=[CH:109][c:110]1[cH:111][cH:112][cH:113][cH:114][cH:115]1)[CH:116]=[CH:117][c:118]1[cH:119][cH:120][cH:121][cH:122][cH:123]1.[O:124]=[C:125]([CH:126]=[CH:127][c:128]1[cH:129][cH:130][cH:131][cH:132][cH:133]1)[CH:134]=[CH:135][c:136]1[cH:137][cH:138][cH:139][cH:140][cH:141]1.[O:88]=[C:89]([CH:90]=[CH:91][c:92]1[cH:93][cH:94][cH:95][cH:96][cH:97]1)[CH:98]=[CH:99][c:100]1[cH:101][cH:102][cH:103][cH:104][cH:105]1.[Pd:86].[Pd:87].[cH:27]1[cH:28][cH:29][c:30]([P:31]([c:32]2[cH:33][cH:34][c:35]3[c:36]([cH:37][cH:38][cH:39][cH:40]3)[c:41]2-[c:42]2[c:43]3[c:44]([cH:45][cH:46][cH:47][cH:48]3)[cH:49][cH:50][c:51]2[P:52]([c:53]2[cH:54][cH:55][cH:56][cH:57][cH:58]2)[c:59]2[cH:60][cH:61][cH:62][cH:63][cH:64]2)[c:65]2[cH:66][cH:67][cH:68][cH:69][cH:70]2)[cH:71][cH:72]1>>[CH:1]12[N:2]([C:8](=[O:9])[O:10][C:11]([CH3:12])([CH3:13])[CH3:14])[CH2:3][CH:4]([N:5]([c:16]3[cH:17][c:18]([O:23][CH2:24][O:25][CH3:26])[c:19]([Cl:22])[n:20][cH:21]3)[CH2:6]1)[CH2:7]2. Reactants: [OH-].[Na+] (sodium hydroxide), diazonium salt, S(=O)([O-])[O-].[Na+].[Na+] (sodium sulphite), C(CCC)S(=O)(=O)C1=CC=C(NC(C)=O)C=C1 (p-butylsulphonylacetanilide), N(=O)[O-].[Na+] (NaNO2), [OH-].[Na+] (sodium hydroxide). The solvent is Cl (hydrochloric acid), C(C)O (ethanol), O (water), O (water), O (water), Cl (hydrochloric acid). Reaction conditions: temperature 0 celsius, time 1 hour. The product is C(CCC)S(=O)(=O)C1=CC=C(C=C1)NN (p-Butylsulphonylphenylhydrazine). Yield: 70.0%. As a reaction SMILES: [CH2:1]([S:5]([C:8]1[CH:17]=[CH:16][C:11]([NH:12]C(=O)C)=[CH:10][CH:9]=1)(=[O:7])=[O:6])[CH2:2][CH2:3][CH3:4].[N:18]([O-])=O.[Na+].S([O-])([O-])=O.[Na+].[Na+].[OH-].[Na+]>O.Cl.C(O)C>[CH2:1]([S:5]([C:8]1[CH:17]=[CH:16][C:11]([NH:12][NH2:18])=[CH:10][CH:9]=1)(=[O:7])=[O:6])[CH2:2][CH2:3][CH3:4] |f:1.2,3.4.5,6.7|. Procedure: 255 g of p-butylsulphonylacetanilide, in a mixture of 1.5 l of water and 300 ml of concentrated hydrochloric acid, are boiled for 1 hour under reflux. After cooling to 0° C, the product is diazotised with a solution of 70 g of NaNO2 in 175 ml of water. The filtered diazonium salt solution is added, at 5°-10° C, to a mixture of 750 g of 40% strength sodium sulphite solution and 750 ml of water which had been adjusted to pH 7 with concentrated sodium hydroxide solution, the pH being maintained at ...